From a dataset of the Open Reaction Database (ORD), a public repository of structured organic reaction records. describe an organic reaction: reactants, conditions, products, and yield Reactants: FC(C1=NC2=C(N1C1=NC(=NC(=N1)N1CCOCC1)N1CCN(CC1)S(=O)(=O)C=C)C=CC=C2OC)F (2-(difluoromethyl)-4-methoxy-1-{4-(4-morpholinyl)-6-[4-(vinylsulfonyl)-1-piperazinyl]-1,3,5-triazin-2-yl}-1H-benzimidazole), OCCN1CCNCC1 (N-(2-hydroxyethyl)piperazine). Solvent: O1CCOCC1 (1,4-dioxane). The product is FC(C1=NC2=C(N1C1=NC(=NC(=N1)N1CCOCC1)N1CCN(CC1)S(=O)(=O)CCN1CCN(CC1)CCO)C=CC=C2OC)F (2-{4-[2-({4-[4-[2-(difluoromethyl)-4-methoxy-1H-benzimidazol-1-yl]-6-(4-morpholinyl)-1,3,5-triazin-2-yl]-1-piperazinyl}sulfonyl)ethyl]-1-piperazinyl}ethanol). Isolated yield 71.8%. As a reaction SMILES: [F:1][CH:2]([F:37])[C:3]1[N:7]([C:8]2[N:13]=[C:12]([N:14]3[CH2:19][CH2:18][O:17][CH2:16][CH2:15]3)[N:11]=[C:10]([N:20]3[CH2:25][CH2:24][N:23]([S:26]([CH:29]=[CH2:30])(=[O:28])=[O:27])[CH2:22][CH2:21]3)[N:9]=2)[C:6]2[CH:31]=[CH:32][CH:33]=[C:34]([O:35][CH3:36])[C:5]=2[N:4]=1.[OH:38][CH2:39][CH2:40][N:41]1[CH2:46][CH2:45][NH:44][CH2:43][CH2:42]1>O1CCOCC1>[F:37][CH:2]([F:1])[C:3]1[N:7]([C:8]2[N:13]=[C:12]([N:14]3[CH2:15][CH2:16][O:17][CH2:18][CH2:19]3)[N:11]=[C:10]([N:20]3[CH2:21][CH2:22][N:23]([S:26]([CH2:29][CH2:30][N:44]4[CH2:45][CH2:46][N:41]([CH2:40][CH2:39][OH:38])[CH2:42][CH2:43]4)(=[O:28])=[O:27])[CH2:24][CH2:25]3)[N:9]=2)[C:6]2[CH:31]=[CH:32][CH:33]=[C:34]([O:35][CH3:36])[C:5]=2[N:4]=1. Procedure details: A mixture of 2-(difluoromethyl)-4-methoxy-1-{4-(4-morpholinyl)-6-[4-(vinylsulfonyl)-1-piperazinyl]-1,3,5-triazin-2-yl}-1H-benzimidazole (Example 3) (150 mg, 0.280 mmol) and N-(2-hydroxyethyl)piperazine (360 mg, 2.77 mmol) in 1,4-dioxane (15 mL) was refluxed for 3 hrs. The reaction mixture was then cooled to room temperature and the solvent was removed under vacuum. The residue was partitioned between CH2Cl2 and H2O. The phases were separated, the organic phase was dried (Na2SO4), and the solvent... Reactants: C(C1=CC=CC=C1)(=O)C1=CC=CC=C1 (benzophenone), C1(=CC=CC=C1)C1=CC=CC1 (phenylcyclopentadiene), CCCCCC (hexane), C(CCC)[Li] (n-butyllithium). Run in C1CCOC1 (THF), C1(=CC=CC=C1)C (toluene), O (water). The product is C1(=CC=CC=C1)C=1C=CC(C1)=C(C1=CC=CC=C1)C1=CC=CC=C1 (3,6,6-triphenylfulvene). RXN SMILES: [C:1]1([C:7]2[CH2:11][CH:10]=[CH:9][CH:8]=2)[CH:6]=[CH:5][CH:4]=[CH:3][CH:2]=1.CCCCCC.C([Li])CCC.[C:23]([C:31]1[CH:36]=[CH:35][CH:34]=[CH:33][CH:32]=1)(=O)[C:24]1[CH:29]=[CH:28][CH:27]=[CH:26][CH:25]=1>C1(C)C=CC=CC=1.C1COCC1.O>[C:1]1([C:7]2[CH:11]=[CH:10][C:9](=[C:23]([C:24]3[CH:29]=[CH:28][CH:27]=[CH:26][CH:25]=3)[C:31]3[CH:36]=[CH:35][CH:34]=[CH:33][CH:32]=3)[CH:8]=2)[CH:6]=[CH:5][CH:4]=[CH:3][CH:2]=1. Procedure: A solution of 2.5 g (17.6 mmol) of phenylcyclopentadiene in 30 ml of toluene was ice cooled, and thereto was dropwise added 13.0 ml (21.1 mmol) of a hexane solution of n-butyllithium. The resulting white slurry was stirred at room temperature for one night. From the slurry, the solvent was filtered off to give a THF solution (brown solution). To the solution, a solution of 3.2 g (17.6 mmol) of benzophenone in 10 ml of THF was added, followed by stirring at room temperature for one night. After a... Reported procedure: A mixture of 2-bromo-3-[2-[2-(5-methyl-2-phenyl-4-thiazolyl)ethoxy]-5-pyridyl]propionic acid methyl ester (1.40 g), thiourea (0.25 g) and ethanol (20 ml) was heated for 4.5 hours while refluxing, followed by addition of 2N hydrochloric acid (20 ml) and heating for 18 more hours under refluxing conditions. The reaction mixture was added to water and extracted with dichloromethane. After the dichloromethane layer was washed with water and dried (MgSO4), the solvent was distilled off. The residual ... Starting materials: COC(C(CC=1C=CC(=NC1)OCCC=1N=C(SC1C)C1=CC=CC=C1)Br)=O (2-bromo-3-[2-[2-(5-methyl-2-phenyl-4-thiazolyl)ethoxy]-5-pyridyl]propionic acid methyl ester), NC(=S)N (thiourea), C(C)O (ethanol), Cl (hydrochloric acid). The solvent is O (water). Product: CC1=C(N=C(S1)C1=CC=CC=C1)CCOC1=NC=C(C=C1)CC1C(NC(S1)=O)=O (5-[[2-[2-(5-methyl-2-phenyl-4-thiazolyl)ethoxy]-5-pyridyl]methyl]-2,4-thiazolidinedione). Reaction SMILES: CO[C:3](=[O:28])[CH:4](Br)[CH2:5][C:6]1[CH:7]=[CH:8][C:9]([O:12][CH2:13][CH2:14][C:15]2[N:16]=[C:17]([C:21]3[CH:26]=[CH:25][CH:24]=[CH:23][CH:22]=3)[S:18][C:19]=2[CH3:20])=[N:10][CH:11]=1.[NH2:29][C:30](N)=[S:31].C([OH:35])C.Cl>O>[CH3:20][C:19]1[S:18][C:17]([C:21]2[CH:26]=[CH:25][CH:24]=[CH:23][CH:22]=2)=[N:16][C:15]=1[CH2:14][CH2:13][O:12][C:9]1[CH:8]=[CH:7][C:6]([CH2:5][CH:4]2[S:31][C:30](=[O:35])[NH:29][C:3]2=[O:28])=[CH:11][N:10]=1. The yield is 51.0%. Reactants: Wittig reagent, C(C)(C)[N-]C(C)C.[Li+] (lithium diisopropyl amide), [Cl-].COC[P+](C1=CC=CC=C1)(C1=CC=CC=C1)C1=CC=CC=C1 (methoxy methyl triphenyl phosphonium chloride), O1CCCC1 (tetrahydrofuran), endo-5-t-butyldimethylsilyloxy-exo-3a, 4,7,7a-tetrahydro-4,7-epoxyisobenzofuran-2-ol, 10hydrochloric acid. Run in C1(=CC=CC=C1)C (toluene). Run at temperature 25 celsius, time 2 hour. The product is COC=P(C1=CC=CC=C1)(C1=CC=CC=C1)C1=CC=CC=C1 (methoxymethylenetriphenylphosphorane), C1(=CC=CC=C1)P(C1=CC=CC=C1)(C1=CC=CC=C1)=O (triphenylphosphine oxide). As a reaction SMILES: C([N-]C(C)C)(C)C.[Li+].[Cl-].[CH3:10][O:11][CH2:12][P+:13]([C:26]1[CH:31]=[CH:30][CH:29]=[CH:28][CH:27]=1)([C:20]1[CH:25]=[CH:24][CH:23]=[CH:22][CH:21]=1)[C:14]1[CH:19]=[CH:18][CH:17]=[CH:16][CH:15]=1.[O:32]1CCCC1>C1(C)C=CC=CC=1>[CH3:10][O:11][CH:12]=[P:13]([C:20]1[CH:25]=[CH:24][CH:23]=[CH:22][CH:21]=1)([C:14]1[CH:15]=[CH:16][CH:17]=[CH:18][CH:19]=1)[C:26]1[CH:31]=[CH:30][CH:29]=[CH:28][CH:27]=1.[C:14]1([P:13](=[O:32])([C:26]2[CH:31]=[CH:30][CH:29]=[CH:28][CH:27]=2)[C:20]2[CH:25]=[CH:24][CH:23]=[CH:22][CH:21]=2)[CH:19]=[CH:18][CH:17]=[CH:16][CH:15]=1 |f:0.1,2.3|. Procedure details: A solution of methoxymethylenetriphenylphosphorane is prepared by addition of lithium diisopropyl amide (10.6 g, 0.1 mole) in dry tetrahydrofuran (100 ml) to a slurry of methoxy methyl triphenyl phosphonium chloride (34.3 g, 0.1 mole) in dry toluene (400 ml) under nitrogen at 0° C. The resulting red Wittig reagent is stirred at 0° C. for 30 minutes prior to use. To this solution is added endo-5-t-butyldimethylsilyloxy-exo-3a, 4,7,7a-tetrahydro-4,7-epoxyisobenzofuran-2-ol (14.3 g, 0.05 mole) via ...